Dataset: the Open Reaction Database (ORD), a public repository of structured organic reaction records. Task: describe an organic reaction: reactants, conditions, products, and yield Reactants: Cl.C(C1=CC=CC=C1)N1CCC2(CC1)OC1=CC=C(C=C1C(C2)=O)/C=C/C(=O)NO ((E)-3-{1′-benzyl-4-oxo-spiro[chromane-2,4′-piperidine]-6-yl}-N-hydroxy-acrylamide hydrochloride), NOCC1=CC=CC=C1 (NH2OCH2Ph), N1=CC=CC=C1 (pyridine). Solvent: CCO (EtOH). Run at time 2 hour. The product is C(C1=CC=CC=C1)N1CCC2(CC1)OC1=CC=C(C=C1C(C2)=NOCC2=CC=CC=C2)/C=C/C(=O)NO ((E)-3-{1′-benzyl-4-benzyloxyimino-spiro[chromane-2,4′-piperidine]-6-yl}-N-hydroxy-acrylamide). Isolated yield 31.6%. As a reaction SMILES: Cl.[CH2:2]([N:9]1[CH2:14][CH2:13][C:12]2([CH2:23][C:22](=O)[C:21]3[C:16](=[CH:17][CH:18]=[C:19](/[CH:25]=[CH:26]/[C:27]([NH:29][OH:30])=[O:28])[CH:20]=3)[O:15]2)[CH2:11][CH2:10]1)[C:3]1[CH:8]=[CH:7][CH:6]=[CH:5][CH:4]=1.[NH2:31][O:32][CH2:33][C:34]1[CH:39]=[CH:38][CH:37]=[CH:36][CH:35]=1.N1C=CC=CC=1>CCO>[CH2:2]([N:9]1[CH2:14][CH2:13][C:12]2([CH2:23][C:22](=[N:31][O:32][CH2:33][C:34]3[CH:39]=[CH:38][CH:37]=[CH:36][CH:35]=3)[C:21]3[C:16](=[CH:17][CH:18]=[C:19](/[CH:25]=[CH:26]/[C:27]([NH:29][OH:30])=[O:28])[CH:20]=3)[O:15]2)[CH2:11][CH2:10]1)[C:3]1[CH:8]=[CH:7][CH:6]=[CH:5][CH:4]=1 |f:0.1|. Procedure: A mixture of (E)-3-{1′-benzyl-4-oxo-spiro[chromane-2,4′-piperidine]-6-yl}-N-hydroxy-acrylamide hydrochloride (150 mg, 0.35 mmol), NH2OCH2Ph (94 mg, 0.76 mmol) and pyridine (61 μl, 0.700 mmol) in EtOH (10 ml) was heated to reflux. After 2 h, the solution was cooled down to RT and evaporated under vacuum. The crude residue was triturated with Et2O/H2O 90/10 to give (E)-3-{1′-benzyl-4-benzyloxyimino-spiro[chromane-2,4′-piperidine]-6-yl}-N-hydroxy-acrylamide (55 mg) as a 70/30 mixture of the two iso... The reagents and catalysts are C=1C=CC(=CC1)C=2C3=CC=C(N3)C(=C4NC(=C(C5=NC(=C(C=6C=CC2N6)C=7C=CC=CC7)C=C5)C=8C=CC=CC8)C=C4)C=9C=CC=CC9 (tetraphenylporphyrin). Yield: 50.0%. The solvent is ClCCl (dichloromethane). Product: C[C@@H]1CC[C@H]2[C@H](C(=O)O[C@H]3[C@@]24[C@H]1CC[C@@](O3)(OO4)C)C (artemisinin). Procedure: A solution of dihydroartemisinic acid (4) (1.18 g, 5.0 mmol) and tetraphenylporphyrin (12 mg, 20 μmol) in dichloromethane (total volume of the solution: 10.0 mL, volumetric flask) was prepared. The lamp was turned on 30 min prior to the beginning of the experiment. The reactor was flushed with pure dichloromethane (2.5 mL/min) and oxygen (5 mL/min, 11.5 bar) for 5 min. The reagents were then injected at a flow rate of 2.5 mL/min and the flow of oxygen was readjusted to 5 mL/min (11.5 bar). After... Reactants: C(=O)(C(F)(F)F)O (TFA), C[C@@H]1CC[C@H]([C@@H]2[C@H]1CCC(=C2)C)[C@@H](C)C(=O)O (dihydroartemisinic acid), O=O (oxygen). Reaction conditions: temperature 0 celsius, time 30 minute. RXN SMILES: [CH3:1][C@H:2]1[C@@H:7]2[CH2:8][CH2:9][C:10]([CH3:12])=[CH:11][C@@H:6]2[C@H:5]([C@H:13]([C:15]([OH:17])=[O:16])[CH3:14])[CH2:4][CH2:3]1.C(O)(C(F)(F)F)=[O:19].[O:25]=[O:26]>ClCCl.C1C=CC(C2C3NC(C(C4C=CC=CC=4)=C4C=CC(=C(C5C=CC=CC=5)C5C=CC(=C(C6C=CC=CC=6)C6C=CC=2N=6)N=5)N4)=CC=3)=CC=1>[CH3:1][C@H:2]1[C@@H:7]2[CH2:8][CH2:9][C@:10]3([CH3:12])[O:25][O:26][C@:6]42[C@H:5]([C@@H:13]([CH3:14])[C:15]([O:17][C@@H:11]4[O:19]3)=[O:16])[CH2:4][CH2:3]1. The product is COc1cccc(CC2NC(=O)CNC2=O)c1. Starting materials: CO, CCN(C(C)C)C(C)C, O=C(O)C(F)(F)F, CCOC(=O)C(Cc1cccc(OC)c1)NC(=O)CN. As a reaction SMILES: [CH3:37][OH:38].[CH:28]([N:29]([CH2:30][CH3:31])[CH:32]([CH3:33])[CH3:34])([CH3:35])[CH3:36].[F:1][C:2]([F:3])([F:4])[C:5]([OH:6])=[O:7].[NH2:8][CH2:9][C:10](=[O:11])[NH:12][CH:13]([CH2:14][c:15]1[cH:16][c:17]([O:21][CH3:22])[cH:18][cH:19][cH:20]1)[C:23]([O:25][CH2:24][CH3:26])=[O:27]>>[NH:8]1[CH2:9][C:10](=[O:11])[NH:12][CH:13]([CH2:14][c:15]2[cH:16][c:17]([O:21][CH3:22])[cH:18][cH:19][cH:20]2)[C:23]1=[O:25].